This data is from the Open Reaction Database (ORD), a public repository of structured organic reaction records. The task is: describe an organic reaction: reactants, conditions, products, and yield The reactants are Br, CC(=O)O, COc1c(C(=O)NCc2ccc(F)cc2)nn2c1c(=O)n(C)c1ccccc12. Product: Cn1c(=O)c2c(O)c(C(=O)NCc3ccc(F)cc3)nn2c2ccccc21. RXN SMILES: [BrH:29].[C:30]([OH:31])(=[O:32])[CH3:33].[F:1][c:2]1[cH:3][cH:4][c:5]([CH2:6][NH:7][C:8](=[O:9])[c:10]2[n:11][n:12]3[c:13]([c:14](=[O:23])[n:15]([CH3:22])[c:16]4[cH:17][cH:18][cH:19][cH:20][c:21]34)[c:24]2[O:25][CH3:26])[cH:27][cH:28]1>>[F:1][c:2]1[cH:3][cH:4][c:5]([CH2:6][NH:7][C:8](=[O:9])[c:10]2[n:11][n:12]3[c:13]([c:14](=[O:23])[n:15]([CH3:22])[c:16]4[cH:17][cH:18][cH:19][cH:20][c:21]34)[c:24]2[OH:25])[cH:27][cH:28]1.